This data is from the Open Reaction Database (ORD), a public repository of structured organic reaction records. The task is: describe an organic reaction: reactants, conditions, products, and yield The reactants are [C@H]12N[C@@H](C[C@@H]2C1)CNC(=O)C=1C(=NOC1C)C (3,5-dimethyl-isoxazole-4-carboxylic acid [(1S,3S,5S)-2-aza-bicyclo[3.1.0]hex-3-ylmethyl]-amide), CC=1SC(=C(N1)C(=O)O)C=1C=C(C=CC1)C (2-methyl-5-m-tolyl-thiazole-4-carboxylic acid). Product: CC=1SC(=C(N1)C(=O)N1[C@H]2C[C@H]2C[C@H]1CNC(=O)C=1C(=NOC1C)C)C=1C=C(C=CC1)C (3,5-dimethyl-isoxazole-4-carboxylic acid [(1S,3S,5S)-2-(2-methyl-5-m-tolyl-thiazole-4-carbonyl)-2-aza-bicyclo[3.1.0]hex-3-ylmethyl]-amide). As a reaction SMILES: [C@H:1]12[CH2:6][C@H:5]1[CH2:4][C@@H:3]([CH2:7][NH:8][C:9]([C:11]1[C:12]([CH3:17])=[N:13][O:14][C:15]=1[CH3:16])=[O:10])[NH:2]2.[CH3:18][C:19]1[S:20][C:21]([C:27]2[CH:28]=[C:29]([CH3:33])[CH:30]=[CH:31][CH:32]=2)=[C:22]([C:24](O)=[O:25])[N:23]=1>>[CH3:18][C:19]1[S:20][C:21]([C:27]2[CH:28]=[C:29]([CH3:33])[CH:30]=[CH:31][CH:32]=2)=[C:22]([C:24]([N:2]2[C@H:3]([CH2:7][NH:8][C:9]([C:11]3[C:12]([CH3:17])=[N:13][O:14][C:15]=3[CH3:16])=[O:10])[CH2:4][C@H:5]3[C@@H:1]2[CH2:6]3)=[O:25])[N:23]=1. Procedure details: prepared by reaction of 3,5-dimethyl-isoxazole-4-carboxylic acid [(1S,3S,5S)-2-aza-bicyclo[3.1.0]hex-3-ylmethyl]-amide with 2-methyl-5-m-tolyl-thiazole-4-carboxylic acid. LC-MS (basic): tR=1.35 min; [M+H]+=451.1. Reactants: ClC1=C(C(=O)NC(=S)NC2=CC=C(C=C2)C)C=CC=N1 (1-(2-chloronicotinoyl)-3-(4-methylphenyl)thiourea), C1(=CC=CC=C1)C (toluene). Run in O (water). Yields the product CC1=CC=C(NC=2SC3=C(C(N2)=O)C=CC=N3)C=C1 (2-(4-methylanilino)-4H-pyrido[3,2-e]-1,3-thiazin-4-one). Yield: 94.1%. Reaction SMILES: Cl[C:2]1[N:20]=[CH:19][CH:18]=[CH:17][C:3]=1[C:4]([NH:6][C:7]([NH:9][C:10]1[CH:15]=[CH:14][C:13]([CH3:16])=[CH:12][CH:11]=1)=[S:8])=[O:5].C1(C)C=CC=CC=1>O>[CH3:16][C:13]1[CH:14]=[CH:15][C:10]([NH:9][C:7]2[S:8][C:2]3[N:20]=[CH:19][CH:18]=[CH:17][C:3]=3[C:4](=[O:5])[N:6]=2)=[CH:11][CH:12]=1. Procedure: 5.66 g of 1-(2-chloronicotinoyl)-3-(4-methylphenyl)thiourea and 30 mf of toluene were put in a 100 ml flask. To the flask were then connected a Dean-Stark water separator and a Dimroth condenser. The mixture was then heated under reflux for 4 hours. The reaction mixture was then allowed to cool. The resulting precipitate was collected by filtration, washed with toluene, and then dried under reduced pressure to obtain 4.69 g of 2-(4-methylanilino)-4H-pyrido[3,2-e]-1,3-thiazin-4-one. The reactants are [Si](C)(C)(C(C)(C)C)OCCNC1=C(C=NC2=CC=CN=C12)[N+](=O)[O-] (N-(2-{[tert-Butyl(dimethyl)silyl]oxy}ethyl)-3-nitro[1,5]naphthyridin-4-amine). The reagents and catalysts are [Pt] (Platinum on carbon). Solvent: C(C)#N (acetonitrile). Run at time 3 hour. The product is [Si](C)(C)(C(C)(C)C)OCCNC1=C(C=NC2=CC=CN=C12)N (N4-(2-{[tert-butyl(dimethyl)silyl]oxy}ethyl)[1,5]naphthyridine-3,4-diamine). Yield: 98.2%. As a reaction SMILES: [Si:1]([O:8][CH2:9][CH2:10][NH:11][C:12]1[C:21]2[C:16](=[CH:17][CH:18]=[CH:19][N:20]=2)[N:15]=[CH:14][C:13]=1[N+:22]([O-])=O)([C:4]([CH3:7])([CH3:6])[CH3:5])([CH3:3])[CH3:2]>C(#N)C.[Pt]>[Si:1]([O:8][CH2:9][CH2:10][NH:11][C:12]1[C:21]2[C:16](=[CH:17][CH:18]=[CH:19][N:20]=2)[N:15]=[CH:14][C:13]=1[NH2:22])([C:4]([CH3:7])([CH3:5])[CH3:6])([CH3:3])[CH3:2]. Procedure: N-(2-{[tert-Butyl(dimethyl)silyl]oxy}ethyl)-3-nitro[1,5]naphthyridin-4-amine (2.36 g, 6.78 mmol) was dissolved in 50 mL of acetonitrile and the solution was placed in a pressure bottle. Platinum on carbon (5%, 200 mg) was then added and the reaction mixture was shaken under H2 at 50 PSI (3.4×105 Pa). After 3 hours, the reaction mixture was filtered through a pad of CELITE filter agent. The pad was rinsed with acetonitrile and the combined filtrates were concentrated under reduced pressure to giv... Starting materials: CC(C)(C)OC(=O)N1CCC(Nc2ccc(OCc3ccccc3)cc2)CC1, CCOC(C)=O, CC(C)CC=O, ClCCl. Yields the product CC(C)CCN(c1ccc(OCc2ccccc2)cc1)C1CCN(C(=O)OC(C)(C)C)CC1. Reaction SMILES: [C:1]([CH3:2])([CH3:3])([CH3:4])[O:5][C:6](=[O:7])[N:8]1[CH2:9][CH2:10][CH:11]([NH:14][c:15]2[cH:16][cH:17][c:18]([O:21][CH2:22][c:23]3[cH:24][cH:25][cH:26][cH:27][cH:28]3)[cH:19][cH:20]2)[CH2:12][CH2:13]1.[CH3:38][CH2:39][O:40][C:41]([CH3:42])=[O:43].[CH:29]([CH2:30][CH:31]([CH3:32])[CH3:33])=[O:34].[Cl:35][CH2:36][Cl:37]>>[C:1]([CH3:2])([CH3:3])([CH3:4])[O:5][C:6](=[O:7])[N:8]1[CH2:9][CH2:10][CH:11]([N:14]([c:15]2[cH:16][cH:17][c:18]([O:21][CH2:22][c:23]3[cH:24][cH:25][cH:26][cH:27][cH:28]3)[cH:19][cH:20]2)[CH2:29][CH2:30][CH:31]([CH3:32])[CH3:33])[CH2:12][CH2:13]1. Solvent: C1CCOC1 (THF), C1CCOC1 (THF). Procedure: Using a procedure similar to that described in Example 60, except using a solution of 4-chlorobenzoyl chloride (0.16 mmole) in THF and a solution of 2-amino-2-methyl-3-(4,6,7-trichloro-2H-indazol-2-yl)propionitrile (0.075 mmole, described in Example 147) in THF mixed with TEA (3% v./v.), the title compound was isolated as solid residue (13.9 mg). It was dissolved in DMSO for further biological evaluation and analyzed by LCMS. MS (ES): M/Z [M+H]=441, RT=0.74 min. Product: C(#N)C(CN1N=C2C(=C(C=C(C2=C1)Cl)Cl)Cl)(C)NC(C1=CC=C(C=C1)Cl)=O (N-[1-Cyano-1-methyl-2-(4,6,7-trichloro-2H-indazol-2-yl)ethyl]-4-chlorobenzamide), residue. Reactants: ClC1=CC=C(C(=O)Cl)C=C1 (4-chlorobenzoyl chloride), NC(C#N)(CN1N=C2C(=C(C=C(C2=C1)Cl)Cl)Cl)C (2-amino-2-methyl-3-(4,6,7-trichloro-2H-indazol-2-yl)propionitrile), TEA. RXN SMILES: [Cl:1][C:2]1[CH:10]=[CH:9][C:5]([C:6](Cl)=[O:7])=[CH:4][CH:3]=1.[NH2:11][C:12]([CH3:28])([CH2:15][N:16]1[CH:24]=[C:23]2[C:18]([C:19]([Cl:27])=[C:20]([Cl:26])[CH:21]=[C:22]2[Cl:25])=[N:17]1)[C:13]#[N:14]>C1COCC1>[C:13]([C:12]([NH:11][C:6](=[O:7])[C:5]1[CH:9]=[CH:10][C:2]([Cl:1])=[CH:3][CH:4]=1)([CH3:28])[CH2:15][N:16]1[CH:24]=[C:23]2[C:18]([C:19]([Cl:27])=[C:20]([Cl:26])[CH:21]=[C:22]2[Cl:25])=[N:17]1)#[N:14]. RXN SMILES: [CH3:31][OH:32].[F:1][c:2]1[cH:3][cH:4][c:5]([C:8](=[C:9]2[CH2:10][CH2:11][N:12]([CH2:15][c:16]3[cH:17][cH:18][cH:19][cH:20][cH:21]3)[CH2:13][CH2:14]2)[c:22]2[cH:23][cH:24][c:25]([F:28])[cH:26][cH:27]2)[cH:6][cH:7]1.[H:29][H:30]>>[F:1][c:2]1[cH:3][cH:4][c:5]([C:8](=[C:9]2[CH2:10][CH2:11][NH:12][CH2:13][CH2:14]2)[c:22]2[cH:23][cH:24][c:25]([F:28])[cH:26][cH:27]2)[cH:6][cH:7]1. The product is Fc1ccc(C(=C2CCNCC2)c2ccc(F)cc2)cc1. Reactants: CO, Fc1ccc(C(=C2CCN(Cc3ccccc3)CC2)c2ccc(F)cc2)cc1, [H][H]. Starting materials: N(=NC(=O)OCC)C(=O)OCC (diethyl azodicarboxylate), OCC1COCOC1 (5-hydroxymethyl-1,3-dioxane), ON1C(C=2C(C1=O)=CC=CC2)=O (N-hydroxyphthalimide), C1(=CC=CC=C1)P(C1=CC=CC=C1)C1=CC=CC=C1 (triphenylphosphine). Solvent: O1CCCC1 (tetrahydrofuran). Reaction conditions: temperature 25 celsius, time 16 hour. The product is C1(C=2C(C(N1OCC1COCOC1)=O)=CC=CC2)=O (5-phthalimidooxymethyl-1,3-dioxane). Isolated yield 76.3%. As a reaction SMILES: [OH:1][CH2:2][CH:3]1[CH2:8][O:7][CH2:6][O:5][CH2:4]1.O[N:10]1[C:14](=[O:15])[C:13]2=[CH:16][CH:17]=[CH:18][CH:19]=[C:12]2[C:11]1=[O:20].C1(P(C2C=CC=CC=2)C2C=CC=CC=2)C=CC=CC=1.N(C(OCC)=O)=NC(OCC)=O>O1CCCC1>[C:14]1(=[O:15])[N:10]([O:1][CH2:2][CH:3]2[CH2:8][O:7][CH2:6][O:5][CH2:4]2)[C:11](=[O:20])[C:12]2=[CH:19][CH:18]=[CH:17][CH:16]=[C:13]12. Procedure details: A mixture of 5-hydroxymethyl-1,3-dioxane (3.90 g, 33 mmol), N-hydroxyphthalimide (6.46 g, 39.6 mmol) and triphenylphosphine (10.39 g, 39.6 mmol) in tetrahydrofuran (150 ml) was cooled to O° C. and stirred during the addition of diethyl azodicarboxylate (6.24 ml, 39.6 mmol). The solution was then stirred for 16 h at 25° C. and evaporated to dryness. The residue was triturated twice with ether, evaporated to dryness then chromatographed in chloroform/methanol (40:1) to give 5-phthalimidooxymethyl-... Starting materials: COC(=O)c1c(-c2cc(OC)c(OC)c(OC)c2)c2ccccc2c(=O)n1-c1ccc(C(=O)O)cc1, CC(C)(C)OC(=O)NN, [Na]. Yields the product COC(=O)c1c(-c2cc(OC)c(OC)c(OC)c2)c2ccccc2c(=O)n1-c1ccc(C(=O)NNC(=O)OC(C)(C)C)cc1. RXN SMILES: [C:2](=[O:3])([OH:4])[c:5]1[cH:6][cH:7][c:8](-[n:11]2[c:12](=[O:37])[c:13]3[cH:14][cH:15][cH:16][cH:17][c:18]3[c:19](-[c:25]3[cH:26][c:27]([O:35][CH3:36])[c:28]([O:33][CH3:34])[c:29]([O:31][CH3:32])[cH:30]3)[c:20]2[C:21](=[O:22])[O:23][CH3:24])[cH:9][cH:10]1.[C:38]([NH:39][NH2:40])(=[O:41])[O:42][C:43]([CH3:44])([CH3:45])[CH3:46].[Na:1]>>[C:2](=[O:4])([c:5]1[cH:6][cH:7][c:8](-[n:11]2[c:12](=[O:37])[c:13]3[cH:14][cH:15][cH:16][cH:17][c:18]3[c:19](-[c:25]3[cH:26][c:27]([O:35][CH3:36])[c:28]([O:33][CH3:34])[c:29]([O:31][CH3:32])[cH:30]3)[c:20]2[C:21](=[O:22])[O:23][CH3:24])[cH:9][cH:10]1)[NH:40][NH:39][C:38](=[O:41])[O:42][C:43]([CH3:44])([CH3:45])[CH3:46]. Yields the product CSC1=NN(C2=CC(=CC=C12)NC(NC1CN(CC1)C(=O)OC(C)(C)C)=O)C1=CC=CC=C1 (tert-butyl 3-(3-(3-(methylthio)-1-phenyl-1H-indazol-6-yl)ureido)pyrrolidine-1-carboxylate). Reactants: ClC(Cl)(Cl)OC(OC(Cl)(Cl)Cl)=O (bis(trichloromethyl)carbonate), NC1CN(CC1)C(=O)OC(C)(C)C (tert-butyl 3-aminopyrrolidine-1-carboxylate), CSC1=NN(C2=CC(=CC=C12)N)C1=CC=CC=C1 (3-(methylthio)-1-phenyl-1H-indazol-6-amine), CCN(C(C)C)C(C)C (DIEA). Procedure: Into a 50-mL 3-necked round-bottom flask, was placed a solution of bis(trichloromethyl)carbonate (200 mg, 0.67 mmol) in dichloromethane (3 mL). To the resulting mixture was then added a mixture of 3-(methylthio)-1-phenyl-1H-indazol-6-amine (500 mg, 1.96 mmol, 1.00 equiv) and DIEA (560 mg, 4.33 mmol, 2.21 equiv) in dichloromethane (2 mL) dropwise with stirring at 0° C. in 30 min. The resulting solution was stirred for 3 h at 15° C. The resulting mixture was added to a solution of tert-butyl 3-ami... Reaction conditions: temperature 0 celsius, time 30 minute. RXN SMILES: Cl[C:2]([O:5]C(=O)OC(Cl)(Cl)Cl)(Cl)Cl.[CH3:13][S:14][C:15]1[C:23]2[C:18](=[CH:19][C:20]([NH2:24])=[CH:21][CH:22]=2)[N:17]([C:25]2[CH:30]=[CH:29][CH:28]=[CH:27][CH:26]=2)[N:16]=1.CCN(C(C)C)C(C)C.[NH2:40][CH:41]1[CH2:45][CH2:44][N:43]([C:46]([O:48][C:49]([CH3:52])([CH3:51])[CH3:50])=[O:47])[CH2:42]1>ClCCl>[CH3:13][S:14][C:15]1[C:23]2[C:18](=[CH:19][C:20]([NH:24][C:2](=[O:5])[NH:40][CH:41]3[CH2:45][CH2:44][N:43]([C:46]([O:48][C:49]([CH3:52])([CH3:51])[CH3:50])=[O:47])[CH2:42]3)=[CH:21][CH:22]=2)[N:17]([C:25]2[CH:26]=[CH:27][CH:28]=[CH:29][CH:30]=2)[N:16]=1. Run in ClCCl (dichloromethane), ClCCl (dichloromethane), ClCCl (dichloromethane). Reactants: C=Cc1ccccc1, Cc1ccccc1, C[SiH](Cl)Cl, O=S(=O)([O-])NC1CCCCC1, [Na+], [Pt]. Yields the product Cl[SiH](Cl)CCCc1ccccc1. Reaction SMILES: [CH2:1]=[CH:2][c:3]1[cH:4][cH:5][cH:6][cH:7][cH:8]1.[CH3:26][c:27]1[cH:28][cH:29][cH:30][cH:31][cH:32]1.[CH3:9][SiH:10]([Cl:11])[Cl:12].[CH:13]1([NH:14][S:15](=[O:16])(=[O:17])[O-:18])[CH2:19][CH2:20][CH2:21][CH2:22][CH2:23]1.[Na+:24].[Pt:25]>>[CH2:1]([CH2:2][c:3]1[cH:4][cH:5][cH:6][cH:7][cH:8]1)[CH2:9][SiH:10]([Cl:11])[Cl:12].